Dataset: the Open Reaction Database (ORD), a public repository of structured organic reaction records. Task: describe an organic reaction: reactants, conditions, products, and yield The product is COC(=O)CCCC=CCC1C(=O)CC(O)C1c1ccc2c(c1)CCC2=O. Reactants: COC(=O)CCCC=CCC1C(=O)CC(O)C1c1ccc2c(c1)CCC2OCc1ccc(OC)cc1, N#CC1=C(C#N)C(=O)C(Cl)=C(Cl)C1=O, CC(Cl)Cl, ClCCl, [Na+], O=C([O-])O. RXN SMILES: [CH3:15][O:16][C:17]([CH2:18][CH2:19][CH2:20][CH:21]=[CH:22][CH2:23][CH:24]1[CH:25]([c:31]2[cH:32][c:33]3[c:37]([cH:38][cH:39]2)[CH:36]([O:40][CH2:41][c:42]2[cH:43][cH:44][c:45]([O:46][CH3:47])[cH:48][cH:49]2)[CH2:35][CH2:34]3)[CH:26]([OH:30])[CH2:27][C:28]1=[O:29])=[O:50].[Cl:1][C:2]1=[C:13]([Cl:14])[C:11](=[O:12])[C:8]([C:9]#[N:10])=[C:5]([C:6]#[N:7])[C:3]1=[O:4].[Cl:51][CH:52]([Cl:53])[CH3:54].[Cl:60][CH2:61][Cl:62].[Na+:59].[O-:55][C:56]([OH:57])=[O:58]>>[CH3:15][O:16][C:17]([CH2:18][CH2:19][CH2:20][CH:21]=[CH:22][CH2:23][CH:24]1[CH:25]([c:31]2[cH:32][c:33]3[c:37]([cH:38][cH:39]2)[C:36](=[O:40])[CH2:35][CH2:34]3)[CH:26]([OH:30])[CH2:27][C:28]1=[O:29])=[O:50]. Product: C(C)(C)(C)OC(NCC1=NC=C(C2=CC(=CC(=C12)OC)OC)C(=O)N1CC2=CC=CC=C2C1)=O ([4-(1,3-dihydro-isoindole-2-carbonyl)-6,8-dimethoxy-isoquinolin-1-ylmethyl]-carbamic acid tert-butyl ester). Procedure: As described in example 1E, 76 mg of 1-(tert-butoxycarbonylamino-methyl)-6,8-dimethoxy-isoquinoline-4-carboxylic acid was coupled with 2,3-dihydro-1H-isoindole to give 75 mg of [4-(1,3-dihydro-isoindole-2-carbonyl)-6,8-dimethoxy-isoquinolin-1-ylmethyl]-carbamic acid tert-butyl ester. MS: APCI (M+H) calc'd for C26H29N3O5+H 464.5; found 464.0. Starting materials: C(C)(C)(C)OC(=O)NCC1=NC=C(C2=CC(=CC(=C12)OC)OC)C(=O)O (1-(tert-butoxycarbonylamino-methyl)-6,8-dimethoxy-isoquinoline-4-carboxylic acid), C1NCC2=CC=CC=C12 (2,3-dihydro-1H-isoindole). As a reaction SMILES: [C:1]([O:5][C:6]([NH:8][CH2:9][C:10]1[C:19]2[C:14](=[CH:15][C:16]([O:22][CH3:23])=[CH:17][C:18]=2[O:20][CH3:21])[C:13]([C:24]([OH:26])=O)=[CH:12][N:11]=1)=[O:7])([CH3:4])([CH3:3])[CH3:2].[CH2:27]1[C:35]2[C:30](=[CH:31][CH:32]=[CH:33][CH:34]=2)[CH2:29][NH:28]1>>[C:1]([O:5][C:6](=[O:7])[NH:8][CH2:9][C:10]1[C:19]2[C:14](=[CH:15][C:16]([O:22][CH3:23])=[CH:17][C:18]=2[O:20][CH3:21])[C:13]([C:24]([N:28]2[CH2:29][C:30]3[C:35](=[CH:34][CH:33]=[CH:32][CH:31]=3)[CH2:27]2)=[O:26])=[CH:12][N:11]=1)([CH3:4])([CH3:2])[CH3:3].